This data is from the Open Reaction Database (ORD), a public repository of structured organic reaction records. The task is: describe an organic reaction: reactants, conditions, products, and yield Reaction SMILES: [CH3:43][CH2:44][OH:45].[O:46]1[CH2:47][CH2:48][CH2:49][CH2:50]1.[c:1]1([C:6](=[O:7])[CH2:8][N:9]2[C:10](=[O:42])[CH:11]([NH:27][C:28](=[O:29])[NH:30][c:31]3[cH:32][c:33]([C:37](=[O:38])[O:39][CH2:40][CH3:41])[cH:34][cH:35][cH:36]3)[CH2:12][N:13]([C:21]([C:22]([CH3:23])([CH3:24])[CH3:25])=[O:26])[c:14]3[c:15]2[cH:16][c:17]([CH3:20])[cH:18][cH:19]3)[cH:2][cH:3][cH:4][s:5]1>>[c:1]1([C:6](=[O:7])[CH2:8][N:9]2[C:10](=[O:42])[CH:11]([NH:27][C:28](=[O:29])[NH:30][c:31]3[cH:32][c:33]([C:37](=[O:38])[OH:39])[cH:34][cH:35][cH:36]3)[CH2:12][N:13]([C:21]([C:22]([CH3:23])([CH3:24])[CH3:25])=[O:26])[c:14]3[c:15]2[cH:16][c:17]([CH3:20])[cH:18][cH:19]3)[cH:2][cH:3][cH:4][s:5]1. The product is Cc1ccc2c(c1)N(CC(=O)c1cccs1)C(=O)C(NC(=O)Nc1cccc(C(=O)O)c1)CN2C(=O)C(C)(C)C. The reactants are CCO, C1CCOC1, CCOC(=O)c1cccc(NC(=O)NC2CN(C(=O)C(C)(C)C)c3ccc(C)cc3N(CC(=O)c3cccs3)C2=O)c1. Starting materials: [Na].N1(C)C(=O)N(C)C=2N=CNC2C1=O (theophylline sodium salt), ClCP(C)(C)=O (chloromethyldimethyl-phosphine oxide), CN(C)C=O (DMF). Yields the product CN1C(N(C(C=2N(C=NC12)C)=O)CP(C)(C)=O)=O ([1-(3,7-Dimethylxanthin-1-yl)methyl]dimethylphosphine Oxide). RXN SMILES: [Na].[N:2]1([C:13](=[O:14])[C:12]2[NH:11][CH:10]=[N:9][C:8]=2[N:6]([CH3:7])[C:4]1=[O:5])[CH3:3].Cl[CH2:16][P:17](=[O:20])(C)[CH3:18].[CH3:21]N(C=O)C>>[CH3:7][N:6]1[C:8]2[N:9]=[CH:10][N:11]([CH3:21])[C:12]=2[C:13](=[O:14])[N:2]([CH2:3][P:17](=[O:20])([CH3:18])[CH3:16])[C:4]1=[O:5] |f:0.1,^1:0|. Procedure: A solution of 20.2 g (0.1 mol) of theophylline sodium salt in 400 ml of DMF was heated at 130° C. for 3 hours with 12.7 g of chloromethyldimethyl-phosphine oxide. The solution was filtered, the solvent was evaporated and the residue was taken up in methanol. The precipitate was filtered off and dried to constant weight under reduced pressure. Reactants: C(C)(C)(C)OC(=O)N1CC2=C(CC1)SC(=C2)C(=O)O (5-tert-butoxycarbonyl-4,5,6,7-tetrahydrothieno[3,2-c]pyridin-2-carboxylic acid), FC(C(=O)O)(F)F.ClC=1C=C2C=CC(=CC2=CC1)S(=O)(=O)NC1CCNCC1 (4-[(6-chloronaphthalen-2-yl)sulfonamido]piperidine trifluoroacetate), raw materials. Yields the product Cl.ClC=1C=C2C=CC(=CC2=CC1)S(=O)(=O)NC1CCN(CC1)C(=O)C1=CC=2CNCCC2S1 (4-[(6-Chloronaphthalen-2-yl)sulfonamido]-1-[(4,5,6,7-tetrahydrothieno[3,2-c]pyridin-2-yl)carbonyl]piperidine hydrochloride). Reaction SMILES: C(OC([N:8]1[CH2:13][CH2:12][C:11]2[S:14][C:15]([C:17]([OH:19])=O)=[CH:16][C:10]=2[CH2:9]1)=O)(C)(C)C.FC(F)(F)C(O)=O.[Cl:27][C:28]1[CH:29]=[C:30]2[C:35](=[CH:36][CH:37]=1)[CH:34]=[C:33]([S:38]([NH:41][CH:42]1[CH2:47][CH2:46][NH:45][CH2:44][CH2:43]1)(=[O:40])=[O:39])[CH:32]=[CH:31]2>>[ClH:27].[Cl:27][C:28]1[CH:29]=[C:30]2[C:35](=[CH:36][CH:37]=1)[CH:34]=[C:33]([S:38]([NH:41][CH:42]1[CH2:47][CH2:46][N:45]([C:17]([C:15]3[S:14][C:11]4[CH2:12][CH2:13][NH:8][CH2:9][C:10]=4[CH:16]=3)=[O:19])[CH2:44][CH2:43]1)(=[O:39])=[O:40])[CH:32]=[CH:31]2 |f:1.2,3.4|. Reported procedure: In a similar manner to Example 4 except for the use of 5-tert-butoxycarbonyl-4,5,6,7-tetrahydrothieno[3,2-c]pyridin-2-carboxylic acid and 4-[(6-chloronaphthalen-2-yl)sulfonamido]piperidine trifluoroacetate as the raw materials, the reaction was conducted, whereby the title compound was obtained. The reactants are CC(C)(C)OC(NCCCBr)=O ((3-bromopropyl)-carbamic acid 1,1-dimethylethyl ester), NC=1SC=CN1 (2-aminothiazole), C(=O)([O-])[O-].[Cs+].[Cs+] (Cs2CO3). The solvent is C(C)(=O)OCC (ethyl acetate), CN(C)C=O (DMF). Conditions: temperature 85 celsius. The product is CC(C)(C)OC(NCCCNC=1SC=CN1)=O ([3-(2-thiazolylamino)propyl]-carbamic acid 1,1-dimethylethyl ester). Yield: 23.3%. RXN SMILES: [CH3:1][C:2]([O:5][C:6](=[O:12])[NH:7][CH2:8][CH2:9][CH2:10]Br)([CH3:4])[CH3:3].[NH2:13][C:14]1[S:15][CH:16]=[CH:17][N:18]=1.C([O-])([O-])=O.[Cs+].[Cs+]>CN(C=O)C.C(OCC)(=O)C>[CH3:1][C:2]([O:5][C:6](=[O:12])[NH:7][CH2:8][CH2:9][CH2:10][NH:13][C:14]1[S:15][CH:16]=[CH:17][N:18]=1)([CH3:4])[CH3:3] |f:2.3.4|. Procedure: To a solution of (3-bromopropyl)-carbamic acid 1,1-dimethylethyl ester (1.2 g, 5.0 mmol) and 2-aminothiazole (1.0 g, 10 mmol, 2 equiv.) in DMF 20 (mL) was added Cs2CO3 (2.5 g, 7.7 mmol, 1.5 equiv.). The resulting mixture was heated at 85° C. under N2 overnight. The reaction mixture was diluted with ethyl acetate (200 mL), washed with water (3×200 mL), and brine (200 mL). The organic phase was dried over Na2SO4, then concentrated in vacuo to afford an oil. The crude product was purified by chroma... Starting materials: Br.OC1=CC=C2C(=CC=NC2=C1)OCC(=O)O (2-(7-hydroxyquinolin-4-yloxy)acetic acid hydrobromide), FC=1C(=NC=C(C1)C1=CC(=NO1)C)NN (1-(3-fluoro-5-(3-methylisoxazol-5-yl)pyridin-2-yl)hydrazine). Product: FC=1C=2N(C=C(C1)C1=CC(=NO1)C)C(=NN2)COC2=CC=NC1=CC(=CC=C21)O (4-((8-fluoro-6-(3-methylisoxazol-5-yl)-[1,2,4]triazolo[4,3-a]pyridin-3-yl)methoxy)quinolin-7-ol). Reaction SMILES: Br.[OH:2][C:3]1[CH:12]=[C:11]2[C:6]([C:7]([O:13][CH2:14][C:15](O)=O)=[CH:8][CH:9]=[N:10]2)=[CH:5][CH:4]=1.[F:18][C:19]1[C:20]([NH:31][NH2:32])=[N:21][CH:22]=[C:23]([C:25]2[O:29][N:28]=[C:27]([CH3:30])[CH:26]=2)[CH:24]=1>>[F:18][C:19]1[C:20]2[N:21]([C:15]([CH2:14][O:13][C:7]3[C:6]4[C:11](=[CH:12][C:3]([OH:2])=[CH:4][CH:5]=4)[N:10]=[CH:9][CH:8]=3)=[N:32][N:31]=2)[CH:22]=[C:23]([C:25]2[O:29][N:28]=[C:27]([CH3:30])[CH:26]=2)[CH:24]=1 |f:0.1|. Reported procedure: The material was prepared using general method A (with 2-(7-hydroxyquinolin-4-yloxy)acetic acid hydrobromide and 1-(3-fluoro-5-(3-methylisoxazol-5-yl)pyridin-2-yl)hydrazine